This data is from the Open Reaction Database (ORD), a public repository of structured organic reaction records. The task is: describe an organic reaction: reactants, conditions, products, and yield The reactants are CN(/C=C/C(=O)C1=NN(C=CC1=O)C=1C=C(C#N)C=CC1)C (3-[3-((E)-3-Dimethylamino-acryloyl)-4-oxo-4H-pyridazin-1-yl]-benzonitrile), FC=1C=C(C=CC1)NN (3-fluoro-phenylhydrazine). Yields the product FC=1C=C(C=CC1)N1N=CC=C1C1=NN(C=CC1=O)C=1C=C(C#N)C=CC1 (3-{3-[2-(3-Fluoro-phenyl)-2H-pyrazol-3-yl]-4-oxo-4H-pyridazin-1-yl}-benzonitrile). RXN SMILES: C[N:2](C)/[CH:3]=[CH:4]/[C:5]([C:7]1[C:12](=[O:13])[CH:11]=[CH:10][N:9]([C:14]2[CH:15]=[C:16]([CH:19]=[CH:20][CH:21]=2)[C:17]#[N:18])[N:8]=1)=O.[F:23][C:24]1[CH:25]=[C:26]([NH:30]N)[CH:27]=[CH:28][CH:29]=1>>[F:23][C:24]1[CH:25]=[C:26]([N:30]2[C:5]([C:7]3[C:12](=[O:13])[CH:11]=[CH:10][N:9]([C:14]4[CH:15]=[C:16]([CH:19]=[CH:20][CH:21]=4)[C:17]#[N:18])[N:8]=3)=[CH:4][CH:3]=[N:2]2)[CH:27]=[CH:28][CH:29]=1. Procedure details: The product was obtained starting from 3-[3-((E)-3-Dimethylamino-acryloyl)-4-oxo-4H-pyridazin-1-yl]-benzonitrile (A-19) and 3-fluoro-phenylhydrazine according to the method described for example 91. MS: M=358.1 (M+H)+ Starting materials: CCO, O=C[O-], [N-]=[N+]=[N-], [N-]=[N+]=NCc1cc2c3ccccc3n(Cc3cc(Cl)ccc3Cl)c2cn1, [NH4+]. Reaction SMILES: [CH3:34][CH2:35][OH:36].[CH:30](=[O:31])[O-:32].[N-:1]=[N+:2]=[N-:3].[N:4](=[N+:5]=[N-:6])[CH2:7][c:8]1[n:9][cH:10][c:11]2[n:12]([CH2:21][c:22]3[c:23]([Cl:29])[cH:24][cH:25][c:26]([Cl:28])[cH:27]3)[c:13]3[cH:14][cH:15][cH:16][cH:17][c:18]3[c:19]2[cH:20]1.[NH4+:33]>>[NH:4]([CH2:7][c:8]1[n:9][cH:10][c:11]2[n:12]([CH2:21][c:22]3[c:23]([Cl:29])[cH:24][cH:25][c:26]([Cl:28])[cH:27]3)[c:13]3[cH:14][cH:15][cH:16][cH:17][c:18]3[c:19]2[cH:20]1)[CH:30]=[O:31]. Product: O=CNCc1cc2c3ccccc3n(Cc3cc(Cl)ccc3Cl)c2cn1. Reactants: ClC1=C(C=CC=C1Cl)[N+](=O)[O-] (2,3-dichloronitrobenzene), [F-].[K+] (potassium fluoride). Reaction conditions: temperature 150 celsius, time 2 hour. Yields the product ClC=1C(=C(C=CC1)[N+](=O)[O-])F (3-chloro-2-fluoronitrobenzene). RXN SMILES: Cl[C:2]1[C:7]([Cl:8])=[CH:6][CH:5]=[CH:4][C:3]=1[N+:9]([O-:11])=[O:10].[F-:12].[K+]>>[Cl:8][C:7]1[C:2]([F:12])=[C:3]([N+:9]([O-:11])=[O:10])[CH:4]=[CH:5][CH:6]=1 |f:1.2|. Procedure: 57.6 g (0.3 mol) of 2,3-dichloronitrobenzene and 13.9 g (0.24 mol) of potassium fluoride were introduced into a 100 ml flange flask and fitted with a reflux condenser and blade stirrer and stirred at 150° C. for 2 hours (no reaction). The reaction suspension was heated to 190° C. and stirred for a further 4 hours at this temperature. Amount of 3-chloro-2-fluoronitrobenzene formed: after 2 hours: 1 GC area-%. after 8 hours: 8 GC area-%. Reactants: COc1cc(C=O)ccc1-n1cnc(C)c1, CCOP(=O)(OCC)C1CCC2CCC(c3ccc(F)nc3F)N2C1=O, [Li+], C1CCOC1, [OH-], O. Yields the product COc1cc(C=C2CCC3CCC(c4ccc(F)nc4F)N3C2=O)ccc1-n1cnc(C)c1. Reaction SMILES: [CH3:3][O:4][c:5]1[cH:6][c:7]([CH:8]=[O:9])[cH:10][cH:11][c:12]1-[n:13]1[cH:14][n:15][c:16]([CH3:18])[cH:17]1.[F:19][c:20]1[n:21][c:22]([F:44])[cH:23][cH:24][c:25]1[CH:26]1[CH2:27][CH2:28][CH:29]2[CH2:30][CH2:31][CH:32]([P:36](=[O:37])([O:38][CH2:39][CH3:40])[O:41][CH2:42][CH3:43])[C:33](=[O:35])[N:34]12.[Li+:1].[O:46]1[CH2:47][CH2:48][CH2:49][CH2:50]1.[OH-:2].[OH2:45]>>[CH3:3][O:4][c:5]1[cH:6][c:7]([CH:8]=[C:32]2[CH2:31][CH2:30][CH:29]3[CH2:28][CH2:27][CH:26]([c:25]4[c:20]([F:19])[n:21][c:22]([F:44])[cH:23][cH:24]4)[N:34]3[C:33]2=[O:35])[cH:10][cH:11][c:12]1-[n:13]1[cH:14][n:15][c:16]([CH3:18])[cH:17]1. Reactants: BrC=1C=C(C=CC1C#N)\C(\C)=N\S(=O)C(C)(C)C (N-[(1E)-1-(3-bromo-4-cyanophenyl)ethylidene]-2-methylpropane-2-sulfinamide), CCC([BH-](C(CC)C)C(CC)C)C.[Li+] (L-Selectride). The solvent is CCOC(=O)C (EtOAc), C1CCOC1 (THF). Run at time 10 minute. Product: BrC=1C=C(C=CC1C#N)[C@@H](C)NS(=O)C(C)(C)C (N-[(1R)-1-(3-bromo-4-cyanophenyl)ethyl]-2-methylpropane-2-sulfinamide). As a reaction SMILES: [Br:1][C:2]1[CH:3]=[C:4](/[C:10](=[N:12]/[S:13]([C:15]([CH3:18])([CH3:17])[CH3:16])=[O:14])/[CH3:11])[CH:5]=[CH:6][C:7]=1[C:8]#[N:9].CCC(C)[BH-](C(C)CC)C(C)CC.[Li+]>C1COCC1.CCOC(C)=O>[Br:1][C:2]1[CH:3]=[C:4]([C@H:10]([NH:12][S:13]([C:15]([CH3:16])([CH3:18])[CH3:17])=[O:14])[CH3:11])[CH:5]=[CH:6][C:7]=1[C:8]#[N:9] |f:1.2|. Reported procedure: To a solution of 38-1 (500 mg, 1.5 mmol) in THF (4 mL) at −78 C was added L-Selectride (3.1 mL, 3.1 mmol, 1M). After 10 minutes, the reaction was diluted in EtOAc, washed with saturated sodium bicarbonate, dried over sodium sulfate, filtered and concentrated. Purification by reverse phase chromatography (1-100%, 0.1% TFA in H2O/Acetonitrile) gave desired product. MS (M+H)+: observed=329.0/331.0, calculated=329.3/331.3. Starting materials: Cc1ccc(F)cc1Br, O=Cc1ccc(F)cc1Br, CCOC(OCC)OCC, CCO, [Na+], [Na+], O=C([O-])[O-], Cc1ccc(S(=O)(=O)O)cc1. Product: CCOC(OCC)c1ccc(F)cc1Br. Reaction SMILES: [Br:11][c:12]1[cH:13][c:14]([F:15])[cH:16][cH:17][c:18]1[CH3:19].[Br:1][c:2]1[c:3]([CH:4]=[O:5])[cH:6][cH:7][c:8]([F:10])[cH:9]1.[CH2:20]([O:21][CH:23]([O:24][CH2:25][CH3:26])[O:27][CH2:28][CH3:29])[CH3:22].[CH3:41][CH2:42][OH:43].[Na+:44].[Na+:45].[O-:46][C:47](=[O:48])[O-:49].[c:30]1([CH3:31])[cH:32][cH:33][c:34]([S:35]([OH:36])(=[O:37])=[O:38])[cH:39][cH:40]1>>[Br:1][c:2]1[c:3]([CH:23]([O:24][CH2:25][CH3:26])[O:27][CH2:28][CH3:29])[cH:6][cH:7][c:8]([F:10])[cH:9]1.